Dataset: the Open Reaction Database (ORD), a public repository of structured organic reaction records. Task: describe an organic reaction: reactants, conditions, products, and yield The reactants are ClC1=CC2=C(C(C(CN=C2C2=C(C=CC=C2)F)=CN(C)C)=O)C=C1 (8-chloro-1-(2-fluorophenyl)-3,4-dihydro-4-[(dimethylamino)methylene]-5H-2-benzazepin-5-one), C(C)(=O)O.C(=N)N (formamidine acetate). The solvent is C(=O)N (formamide). Product: ClC1=CC2=C(C3=C(C[N+](=C2C2=C(C=CC=C2)F)[O-])C=NC=N3)C=C1 (9-Chloro-7-(2-fluorophenyl)-5H-pyrimido[5,4-d][2]benzazepine-6-oxide). RXN SMILES: [Cl:1][C:2]1[CH:24]=[CH:23][C:5]2[C:6](=O)[C:7](=[CH:18]N(C)C)[CH2:8][N:9]=[C:10]([C:11]3[CH:16]=[CH:15][CH:14]=[CH:13][C:12]=3[F:17])[C:4]=2[CH:3]=1.C(O)(=[O:27])C.[CH:29]([NH2:31])=[NH:30]>C(N)=O>[Cl:1][C:2]1[CH:24]=[CH:23][C:5]2[C:6]3[N:31]=[CH:29][N:30]=[CH:18][C:7]=3[CH2:8][N+:9]([O-:27])=[C:10]([C:11]3[CH:16]=[CH:15][CH:14]=[CH:13][C:12]=3[F:17])[C:4]=2[CH:3]=1 |f:1.2|. Procedure details: A mixture of 0.4 g (1.1 mmol) of 8-chloro-1-(2-fluorophenyl)-3,4-dihydro-4-[(dimethylamino)methylene]-5H-2-benzazepin-5-one, 1.0 g (9.6 mmol) of formamidine acetate and 20 ml of formamide was heated on a steam bath for 6 hr. The mixture was poured over ice and extracted with methylene chloride. The methylene chloride solution was washed with water, dried over anhydrous sodium sulfate and concentrated at reduced pressure. The residue crystallized with the addition of a mixture of ether and methyl... Starting materials: C1(CCCCC1)C1(CCCCC1)C(=O)Cl (1-cyclohexylcyclohexane-1-carbonyl chloride), OC1CNC(NC1)=N[N+](=O)[O-] (5-hydroxy-2-nitroiminohexahydropirimidine), CN(C)C=O (DMF). Reaction SMILES: [CH:1]1([C:7]2([C:13](Cl)=[O:14])[CH2:12][CH2:11][CH2:10][CH2:9][CH2:8]2)[CH2:6][CH2:5][CH2:4][CH2:3][CH2:2]1.[OH:16][CH:17]1[CH2:22][NH:21][C:20](=[N:23][N+:24]([O-:26])=[O:25])[NH:19][CH2:18]1.CN(C=O)C>C(#N)C>[CH:1]1([C:7]2([C:13]([O:16][CH:17]3[CH2:18][NH:19][C:20](=[N:23][N+:24]([O-:26])=[O:25])[NH:21][CH2:22]3)=[O:14])[CH2:8][CH2:9][CH2:10][CH2:11][CH2:12]2)[CH2:2][CH2:3][CH2:4][CH2:5][CH2:6]1. Solvent: C(C)#N (acetonitrile). Procedure: To a solution of 1-cyclohexylcyclohexane-1-carbonyl chloride (2.1 g) in acetonitrile (30 ml), 5-hydroxy-2-nitroiminohexahydropirimidine (1.28 g) was added portionwise. The mixture was stirred at room temperature overnight, then DMF (10 ml) was added and the mixture was heated to 50° C. for 24 hours. The reaction was quenched with water. The precipitate was collected, dried and triturated with diethyl ether to afford 0.93 g of 2-nitroiminohexahydropyrimidin-5-yl 1-cyclohexylcyclohexane-1-carboxyl... Yield: 33.0%. Product: C1(CCCCC1)C1(CCCCC1)C(=O)OC1CNC(NC1)=N[N+](=O)[O-] (2-nitroiminohexahydropyrimidin-5-yl 1-cyclohexylcyclohexane-1-carboxylate). Conditions: time 8 hour. Reactants: BrC=1OC=CC1Br (2,3-dibromofuran), N1=CC=C(C=C1)B(O)O (4-pyridyl boronic acid), C([O-])([O-])=O.[K+].[K+] (potassium carbonate), C1(=CC=CC=C1)P(C1=CC=CC=C1)C1=CC=CC=C1 (triphenylphosphine). The reagents and catalysts are C(C)(=O)[O-].[Pd+2].C(C)(=O)[O-] (palladium acetate). Solvent: COCCOC (ethylene glycol dimethyl ether), O (water). Yields the product BrC1=C(OC=C1)C1=CC=NC=C1 (4-(3-Bromo-furan-2-yl)-pyridine). The yield is 53.6%. Reaction SMILES: Br[C:2]1[O:3][CH:4]=[CH:5][C:6]=1[Br:7].[N:8]1[CH:13]=[CH:12][C:11](B(O)O)=[CH:10][CH:9]=1.C(=O)([O-])[O-].[K+].[K+].C1(P(C2C=CC=CC=2)C2C=CC=CC=2)C=CC=CC=1>COCCOC.O.C([O-])(=O)C.[Pd+2].C([O-])(=O)C>[Br:7][C:6]1[CH:5]=[CH:4][O:3][C:2]=1[C:11]1[CH:12]=[CH:13][N:8]=[CH:9][CH:10]=1 |f:2.3.4,8.9.10|. Reported procedure: A degassed mixture of 2,3-dibromofuran (11.3 g, 50 mmol), 4-pyridyl boronic acid (M. Lamothe et al, J. Med. Chem., 1997, 40, 3542) (6.15 g, 50 mmol) and potassium carbonate (55 g, 0.4 mol) in ethylene glycol dimethyl ether (300 ml) and water (150 ml) was treated with triphenylphosphine (1.31 g, 5 mmol) and palladium acetate (625 mg, 2.5 mmol) then heated under reflux for 18 hours. After cooling to room temperature, the mixture was filtered through filter aid and the filtrate diluted with water a... Reactants: 3-(phenylmethoxy and 2-phenylethoxy)-2-(3-pyridylmethyl)-1-azabicyclo[2.2.2]octanes, [OH-].[K+] (potassium hydroxide), N1=CC(=CC=C1)C=C1N2CCC(C1=O)CC2 (2-(3-pyridylmethylene)-1-azabicyclo[2.2.2]octan-3one), N1=CC(=CC=C1)C=O (pyridine-3-carboxaldehyde), Cl.N12CC(C(CC1)CC2)=O (quinuclidin-3-one hydrochloride). The reagents and catalysts are [Ni] (Raney nickel). The solvent is CO (methanol). Yields the product N1=CC(=CC=C1)CC1N2CCC(C1O)CC2 (2-(3-pyridylmethyl)-1-azabicyclo[2.2.2]octan-3-ol). Reaction SMILES: N1C=CC=C(C=O)C=1.Cl.N12CCC(CC1)C(=O)C2.[OH-].[K+].[N:21]1[CH:26]=[CH:25][CH:24]=[C:23]([CH:27]=[C:28]2[C:33](=[O:34])[CH:32]3[CH2:35][CH2:36][N:29]2[CH2:30][CH2:31]3)[CH:22]=1>CO.[Ni]>[N:21]1[CH:26]=[CH:25][CH:24]=[C:23]([CH2:27][CH:28]2[CH:33]([OH:34])[CH:32]3[CH2:31][CH2:30][N:29]2[CH2:36][CH2:35]3)[CH:22]=1 |f:1.2,3.4|. Procedure details: The manner in which 3-(phenylmethoxy and 2-phenylethoxy)-2-(3-pyridylmethyl)-1-azabicyclo[2.2.2]octanes of the present invention are synthesized can vary. For example, pyridine-3-carboxaldehyde and quinuclidin-3-one hydrochloride (commercially available from Aldrich) are reacted together in the presence of methanolic potassium hydroxide as described in Neilsen and Houlihan, Org. React. 16: 1-438 (1968). This aldol condensation product, 2-(3-pyridylmethylene)-1-azabicyclo[2.2.2]octan-3one, is the... Reactants: C(C)OC(CC1=CC(=CC=C1)C#N)=O ((3-cyano-phenyl)-acetic acid ethyl ester), C(=O)O (formic acid). Reagents/catalysts: [Al].[Ni] (nickel-aluminum alloy). Run at temperature 100 celsius. Yields the product C(C)OC(CC1=CC(=CC=C1)C=O)=O ((3-Formyl-phenyl)-acetic acid ethyl ester). RXN SMILES: [CH2:1]([O:3][C:4](=[O:14])[CH2:5][C:6]1[CH:11]=[CH:10][CH:9]=[C:8]([C:12]#N)[CH:7]=1)[CH3:2].C(O)=[O:16]>[Al].[Ni]>[CH2:1]([O:3][C:4](=[O:14])[CH2:5][C:6]1[CH:11]=[CH:10][CH:9]=[C:8]([CH:12]=[O:16])[CH:7]=1)[CH3:2] |f:2.3|. Procedure details: To a solution of (3-cyano-phenyl)-acetic acid ethyl ester (4.8 g, 25.4 mmol) in 75% aqueous formic acid was added nickel-aluminum alloy (4.6 g). The mixture was heated at reflux (100° C.) for 2.25 h. The reaction mixture was cooled and was filtered through Celite with the aid of boiling EtOH. The filtrate was diluted with H2and the product was extracted into CHCl3 (3×). The organic solution was stirred with saturated NaHCO3 solution until a pH of 8 was attained. The organic solution was dried ov...